From a dataset of the Open Reaction Database (ORD), a public repository of structured organic reaction records. describe an organic reaction: reactants, conditions, products, and yield The reactants are Cl.ClC(=O)OC1CCN(CC1)C (4-chlorocarbonyloxy-1-methylpiperidine hydrochloride), [C@H]1(CCC2=CC=CC=C12)NC1=NC2=CC=C(C=C2C=C1)N ((R)—N2-indan-1-yl-quinoline-2,6-diamine). The solvent is C(C)N(CC)CC (triethylamine). The product is CN1CCC(CC1)OC(NC=1C=C2C=CC(=NC2=CC1)N[C@@H]1CCC2=CC=CC=C12)=O ([2-((R)-Indan-1-ylamino)-quinolin-6-yl]-carbamic acid 1-methyl-piperidin-4-yl ester). Reaction SMILES: Cl.Cl[C:3]([O:5][CH:6]1[CH2:11][CH2:10][N:9]([CH3:12])[CH2:8][CH2:7]1)=[O:4].[C@H:13]1([NH:22][C:23]2[CH:32]=[CH:31][C:30]3[C:25](=[CH:26][CH:27]=[C:28]([NH2:33])[CH:29]=3)[N:24]=2)[C:21]2[C:16](=[CH:17][CH:18]=[CH:19][CH:20]=2)[CH2:15][CH2:14]1>C(N(CC)CC)C>[CH3:12][N:9]1[CH2:10][CH2:11][CH:6]([O:5][C:3](=[O:4])[NH:33][C:28]2[CH:29]=[C:30]3[C:25](=[CH:26][CH:27]=2)[N:24]=[C:23]([NH:22][C@H:13]2[C:21]4[C:16](=[CH:17][CH:18]=[CH:19][CH:20]=4)[CH2:15][CH2:14]2)[CH:32]=[CH:31]3)[CH2:7][CH2:8]1 |f:0.1|. Procedure: The title compound was prepared in accordance with the general method 11 described in example 138 from triethylamine, 4-chlorocarbonyloxy-1-methylpiperidine hydrochloride (CAS no: 127595-09-9) and (R)—N2-indan-1-yl-quinoline-2,6-diamine; MS: m/e=215.3 (M+H+). Starting materials: NC(=S)N (thiourea), CN(C)CCCN (dimethylaminopropylamine), amine. Conditions: temperature 145 celsius. Yields the product CN(CCCN(C(=S)N)CCCN(C)C)C (N,N-bis(3-(dimethylamino)propyl)thiourea). RXN SMILES: [NH2:1][C:2]([NH2:4])=[S:3].[CH3:5][N:6]([CH2:8][CH2:9][CH2:10]N)[CH3:7]>>[CH3:7][N:6]([CH3:5])[CH2:8][CH2:9][CH2:10][N:1]([CH2:10][CH2:9][CH2:8][N:6]([CH3:7])[CH3:5])[C:2]([NH2:4])=[S:3]. Procedure details: N,N-bis(3-(dimethylamino)propyl)thiourea was prepared as follows: To a reaction kettle was added 152.2 g (2 moles) thiourea and 449.6 g (4.4 moles) dimethylaminopropylamine and heated to about 145° C. for 10 hours. Thereafter, excess amine was stripped from the reaction mass, The resulting product was a clear amber liquid with a Brookfield viscosity of 2,500 cps at 25° C. using spindle #3 at 12 rpm. Starting materials: N([C@@H](CCCNC(N)=N)C(=O)O)C(=O)OCC1=CC=CC=C1.Cl (Z-Arg-OH.HCl), C(C1=CC=CC=C1)S (benzyl mercaptan), C1CCC(CC1)N=C=NC2CCCCC2 (DCC). Run in CN(C=O)C (dimethylformamide), CN(C=O)C (DMF), C(C)(=O)OCC (ethyl acetate). Run at temperature 0 celsius, time 30 minute. Product: N([C@@H](CCCNC(N)=N)C(=O)SCC1=CC=CC=C1)C(=O)OCC1=CC=CC=C1 (Z-Arg-S-Bzl). Isolated yield 124.8%. Reaction SMILES: [NH:1]([C:13]([O:15][CH2:16][C:17]1[CH:22]=[CH:21][CH:20]=[CH:19][CH:18]=1)=[O:14])[C@H:2]([C:10]([OH:12])=O)[CH2:3][CH2:4][CH2:5][NH:6][C:7](=[NH:9])[NH2:8].Cl.[CH2:24]([SH:31])[C:25]1[CH:30]=[CH:29][CH:28]=[CH:27][CH:26]=1.C1CCC(N=C=NC2CCCCC2)CC1>CN(C)C=O.C(OCC)(=O)C>[NH:1]([C:13]([O:15][CH2:16][C:17]1[CH:22]=[CH:21][CH:20]=[CH:19][CH:18]=1)=[O:14])[C@H:2]([C:10]([S:31][CH2:24][C:25]1[CH:30]=[CH:29][CH:28]=[CH:27][CH:26]=1)=[O:12])[CH2:3][CH2:4][CH2:5][NH:6][C:7](=[NH:9])[NH2:8] |f:0.1|. Procedure: Z-Arg-OH.HCl (6 g, 8.7 mmoles) and benzyl mercaptan (4.2 ml, 17.4 mmoles) are dissolved in dimethylformamide (DMF) and cooled to 0° C. DCC (3.6 g, 8.7 mmoles), dissolved in DMF, is then added to the above reaction mixture, stirred at 0° C. for 30 minutes, then stirred overnight at room temperature. The precipitate formed is removed by filtration and the filtrate is concentrated under vacuum to yield an oil. This oily residue is dissolved in ethyl acetate and washed, successively, with 0.1 N HCl,... Reactants: Teflon, polystyrene resin, Cl.NC1=CC=C(C=C1)N1CCC(CC1)=O (1-(4-Amino-phenyl)-piperidin-4-one hydrochloride), NC(=O)N (amino ketone), S(=O)(=O)(Cl)Cl (sulfonyl chloride), arylethanolamine, ClC=1C(=NC=C(C1)C(F)(F)F)OC1=CC=C(C=C1)S(=O)(=O)Cl (4-(3-chloro-5-trifluoromethyl-2-pyridyloxy)benzenesulfonyl chloride), C1CCNCC1 ((piperidinomethyl)polystyrene). Solvent: C(Cl)Cl (CH2Cl2), C1CCOC1.C(Cl)Cl (THF CH2Cl2), C(C)N(CC)CC (triethylamine). Conditions: time 1 day. Yields the product ClC=1C(=NC=C(C1)C(F)(F)F)OC1=CC=C(C=C1)S(=O)(=O)NC1=CC=C(C=C1)N1CCC(CC1)=O (4-(3-chloro-5-trifluoromethyl-2-pyridyloxy)-N-[4-(4-oxo-piperidin-1-yl)-phenyl]-benzenesulfonamide). RXN SMILES: NC(N)=O.S(Cl)(Cl)(=O)=O.Cl.[NH2:11][C:12]1[CH:17]=[CH:16][C:15]([N:18]2[CH2:23][CH2:22][C:21](=[O:24])[CH2:20][CH2:19]2)=[CH:14][CH:13]=1.[Cl:25][C:26]1[C:27]([O:36][C:37]2[CH:42]=[CH:41][C:40]([S:43](Cl)(=[O:45])=[O:44])=[CH:39][CH:38]=2)=[N:28][CH:29]=[C:30]([C:32]([F:35])([F:34])[F:33])[CH:31]=1.C1CCNCC1>C1COCC1.C(Cl)Cl.C(Cl)Cl.C(N(CC)CC)C>[Cl:25][C:26]1[C:27]([O:36][C:37]2[CH:38]=[CH:39][C:40]([S:43]([NH:11][C:12]3[CH:17]=[CH:16][C:15]([N:18]4[CH2:19][CH2:20][C:21](=[O:24])[CH2:22][CH2:23]4)=[CH:14][CH:13]=3)(=[O:44])=[O:45])=[CH:41][CH:42]=2)=[N:28][CH:29]=[C:30]([C:32]([F:35])([F:33])[F:34])[CH:31]=1 |f:2.3,6.7|. Reported procedure: Example 346 illustrated a solution phase combinatorial methodology for preparing compounds of the present invention in matrix fashion. A 3×3 grid of 20 mL Teflon lined screw cap vials was arranged. To each vial was added the amino ketone, the solvents, and the base, then one sulfonyl chloride per row, one arylethanolamine or aryloxypropanolamine per column, was added according to the following detailed procedure: To a suspension of 1-(4-aminophenyl)-4-piperidone hydrochloride (which was obtained... The reactants are BrCCCc1ccccc1, O=C([O-])[O-], Clc1nonc1-c1cccnc1, [K+], [K+], [Na], CN(C)C=O, O, O, S. The product is c1ccc(CCCSc2nonc2-c2cccnc2)cc1. As a reaction SMILES: [Br:22][CH2:23][CH2:24][CH2:25][c:26]1[cH:27][cH:28][cH:29][cH:30][cH:31]1.[C:16](=[O:17])([O-:18])[O-:19].[Cl:4][c:5]1[n:6][o:7][n:8][c:9]1-[c:10]1[cH:11][n:12][cH:13][cH:14][cH:15]1.[K+:20].[K+:21].[Na:3].[O:32]=[CH:33][N:34]([CH3:35])[CH3:36].[OH2:1].[OH2:37].[SH2:2]>>[S:2]([c:5]1[n:6][o:7][n:8][c:9]1-[c:10]1[cH:11][n:12][cH:13][cH:14][cH:15]1)[CH2:23][CH2:24][CH2:25][c:26]1[cH:27][cH:28][cH:29][cH:30][cH:31]1. The reactants are C1(CC1)CN1C=C(C2=CC=CC=C12)C1CCNCC1 (1-cyclopropylmethyl-3-piperidin-4-yl-1H-indole), [I-].[K+] (potassium iodide), COC(C1=CC(=CC=C1)CBr)=O (3-bromomethyl-benzoic acid methyl ester), C([O-])([O-])=O.[K+].[K+] (potassium carbonate). Solvent: C(C(C)C)C(=O)C (iso-butylmethylketone). Product: C1(CC1)CN1C=C(C2=CC=CC=C12)C1CCN(CC1)CC=1C=C(C(=O)O)C=CC1 (3-[4-(1-cyclopropylmethyl-1H-indol-3-yl)-piperidin-1-ylmethyl]-benzoic acid). RXN SMILES: [CH:1]1([CH2:4][N:5]2[C:13]3[C:8](=[CH:9][CH:10]=[CH:11][CH:12]=3)[C:7]([CH:14]3[CH2:19][CH2:18][NH:17][CH2:16][CH2:15]3)=[CH:6]2)[CH2:3][CH2:2]1.C[O:21][C:22](=[O:31])[C:23]1[CH:28]=[CH:27][CH:26]=[C:25]([CH2:29]Br)[CH:24]=1.C(=O)([O-])[O-].[K+].[K+].[I-].[K+]>C(C(C)=O)C(C)C>[CH:1]1([CH2:4][N:5]2[C:13]3[C:8](=[CH:9][CH:10]=[CH:11][CH:12]=3)[C:7]([CH:14]3[CH2:19][CH2:18][N:17]([CH2:29][C:25]4[CH:24]=[C:23]([CH:28]=[CH:27][CH:26]=4)[C:22]([OH:31])=[O:21])[CH2:16][CH2:15]3)=[CH:6]2)[CH2:2][CH2:3]1 |f:2.3.4,5.6|. Procedure: This compound was prepared following the procedure described in Example 157 (part D) starting with 1.5 g (6 mmol) of 1-cyclopropylmethyl-3-piperidin-4-yl-1H-indole, 1.8 g (7.8 mmol) of 3-bromomethyl-benzoic acid methyl ester, 1.2 g (9 mmol) of potassium carbonate and 0.9 g (4.5 mmol) of potassium iodide in 25 mL of iso-butylmethylketone. The crude mixture was purified by flash chromatography over silica gel affording 0.63 g (27% of yield) of the desired product. Starting materials: O1C=CC(C=C1)=O (4H-pyran-4-on), Cl.FC(CN)(F)F (2,2,2-trifluoroethylamine hydrochloride). The solvent is N1=CC=CC=C1 (pyridine). Product: FC(CN1C=CC(C=C1)=O)(F)F (1-(2,2,2-Trifluoroethyl)-4-pyridone). Yield: 92.3%. RXN SMILES: O1[CH:6]=[CH:5][C:4](=[O:7])[CH:3]=[CH:2]1.Cl.[F:9][C:10]([F:14])([F:13])[CH2:11][NH2:12]>N1C=CC=CC=1>[F:9][C:10]([F:14])([F:13])[CH2:11][N:12]1[CH:6]=[CH:5][C:4](=[O:7])[CH:3]=[CH:2]1 |f:1.2|. Procedure: 1 g (10.4 mmol) of 4H-pyran-4-on was dissolved in 10 ml of pyridine, 3.38 g (25 mmol) of 2,2,2-trifluoroethylamine hydrochloride was added, and reacted at 70° C. for an hour. The solvent was removed, and the residue was purified by chloroform-methanol (10:1) silica gel chromatograph to obtain 1.7 g of the title compound. Reactants: [H-].[Na+] (sodium hydride), C(C1=CC=CC=C1)N1C(C(N(CC1)CC1=CC=C(C=C1)NC1=NC=CC=N1)=O)=O (1-benzyl-4-[4-(2-pyrimidinylamino)benzyl]-2,3-dioxopiperazine), C(C(C)(C)C)(=O)OCCl (pivaloyloxymethyl chloride). Run in CN(C=O)C (N,N-dimethylformamide), CN(C=O)C (N,N-dimethylformamide). Conditions: time 30 minute. The product is C(C1=CC=CC=C1)N1C(C(N(CC1)CC1=CC=C(C=C1)N(C1=NC=CC=N1)COC(C(C)(C)C)=O)=O)=O (1-benzyl-4-{4-[N-pivaloyloxymethyl-N-(2-pyrimidinyl)amino]benzyl}-2,3-dioxopiperazine). Yield: 64.4%. RXN SMILES: [H-].[Na+].[CH2:3]([N:10]1[CH2:15][CH2:14][N:13]([CH2:16][C:17]2[CH:22]=[CH:21][C:20]([NH:23][C:24]3[N:29]=[CH:28][CH:27]=[CH:26][N:25]=3)=[CH:19][CH:18]=2)[C:12](=[O:30])[C:11]1=[O:31])[C:4]1[CH:9]=[CH:8][CH:7]=[CH:6][CH:5]=1.[C:32]([O:38][CH2:39]Cl)(=[O:37])[C:33]([CH3:36])([CH3:35])[CH3:34]>CN(C)C=O>[CH2:3]([N:10]1[CH2:15][CH2:14][N:13]([CH2:16][C:17]2[CH:22]=[CH:21][C:20]([N:23]([CH2:39][O:38][C:32](=[O:37])[C:33]([CH3:36])([CH3:35])[CH3:34])[C:24]3[N:25]=[CH:26][CH:27]=[CH:28][N:29]=3)=[CH:19][CH:18]=2)[C:12](=[O:30])[C:11]1=[O:31])[C:4]1[CH:9]=[CH:8][CH:7]=[CH:6][CH:5]=1 |f:0.1|. Procedure details: To a mixture of 372 mg of sodium hydride (purity 50%) and 30 ml of N,N-dimethylformamide was added dropwise a solution of 3 g of 1-benzyl-4-[4-(2-pyrimidinylamino)benzyl]-2,3-dioxopiperazine in 20 ml of N,N-dimethylformamide with stirring over 30 min., after which the resulting mixture was subjected to reaction at 60° to 70° C. for one hour. After the completion of the reaction, 1.3 g of pivaloyloxymethyl chloride was dropped thereinto over 10 min. at the same temperature. After the completion o... The reactants are C([O-])([O-])=O.[K+].[K+] (potassium carbonate), [O-]S(=O)S(=O)[O-].[Na+].[Na+] (Na2S2O4), C(C)(C)(C)OC(N(CC1=CC=C(C=C1)C(F)(F)F)C1=CC(=C(C=C1)[N+](=O)[O-])C)=O ((3-methyl-4-nitrophenyl)-(4-trifluoromethylbenzyl)-carbamic acid tert-butyl ester). Solvent: O (water), O (water), O1CCCC1 (tetrahydrofuran). Reaction conditions: time 20 hour. Yields the product C(C)(C)(C)OC(N(CC1=CC=C(C=C1)C(F)(F)F)C1=CC(=C(C=C1)N)C)=O ((4-Amino-3-methylphenyl)-(4-trifluoromethylbenzyl)-carbamic acid tert-butyl ester). Isolated yield 83.3%. RXN SMILES: [O-]S(S([O-])=O)=O.[Na+].[Na+].[C:9]([O:13][C:14](=[O:37])[N:15]([C:27]1[CH:32]=[CH:31][C:30]([N+:33]([O-])=O)=[C:29]([CH3:36])[CH:28]=1)[CH2:16][C:17]1[CH:22]=[CH:21][C:20]([C:23]([F:26])([F:25])[F:24])=[CH:19][CH:18]=1)([CH3:12])([CH3:11])[CH3:10].C(=O)([O-])[O-].[K+].[K+]>O.O1CCCC1>[C:9]([O:13][C:14](=[O:37])[N:15]([C:27]1[CH:32]=[CH:31][C:30]([NH2:33])=[C:29]([CH3:36])[CH:28]=1)[CH2:16][C:17]1[CH:22]=[CH:21][C:20]([C:23]([F:24])([F:26])[F:25])=[CH:19][CH:18]=1)([CH3:12])([CH3:11])[CH3:10] |f:0.1.2,4.5.6|. Procedure: A solution of Na2S2O4 (3.00 g, 17.2 mmol) in water (20 mL) was added to a solution of (3-methyl-4-nitrophenyl)-(4-trifluoromethylbenzyl)-carbamic acid tert-butyl ester (1.41 g, 3.44 mmol) in tetrahydrofuran (20 mL), and the resulting mixture was stirred for 20 hours at +55° C. After cooling to room temperature, the water phase was saturated with potassium carbonate, the organic layer was separated, and the aqueous layer was extracted with ethyl acetate (2×20 mL). The combined organic layers were... Starting materials: CC(C)(C)[O-].[K+] (Potassium tert-butylate), P([O-])([O-])=O (Phosphonate), C1CCOC1 (THF), CC1=C(C(CCC1)(C)C)/C=C/C(=O)C (β-ionone), C1CCOC1 (THF). Reaction conditions: time 90 minute. The product is CC1=C(C(CCC1)(C)C)/C=C/C(=C/C=C/C(=C/C=O)/C)/C (retinal). Reaction SMILES: P(=O)([O-])[O-].[CH3:5][C:6]([O-])(C)[CH3:7].[K+].[CH3:11][C:12]1[CH2:17][CH2:16][CH2:15][C:14]([CH3:19])([CH3:18])[C:13]=1/[CH:20]=[CH:21]/[C:22]([CH3:24])=O.[CH2:25]1[CH2:29][O:28][CH2:27][CH2:26]1>>[CH3:11][C:12]1[CH2:17][CH2:16][CH2:15][C:14]([CH3:19])([CH3:18])[C:13]=1/[CH:20]=[CH:21]/[C:22](/[CH3:24])=[CH:7]/[CH:6]=[CH:5]/[C:26](/[CH3:27])=[CH:25]/[CH:29]=[O:28] |f:1.2|. Reported procedure: Phosphonate (I) (0.5 g, 1.72 mmol) in solution in THF (10 ml) was introduced under argon into a 25-ml two-necked flask. Potassium tert-butylate (0.275 g, 2.22 mmol) was added in small portions at -70° C. Stirring was continued at -70° C. for 90 minutes. β-ionone (0.34 g, 1.8 mmol) in solution in THF (1 ml) was then added. The solution was kept at -70° C. for 15 minutes and then at -20° C. for 1 hour.